From a dataset of the Open Reaction Database (ORD), a public repository of structured organic reaction records. describe an organic reaction: reactants, conditions, products, and yield Starting materials: CC1OC(=O)C(CC(=O)CC(=O)OC(C)(C)C)O1, Cc1ccccc1, C[O-], Cl, [Na+]. Product: COC(=O)C(O)CC(=O)CC(=O)OC(C)(C)C. As a reaction SMILES: [CH3:1][CH:2]1[O:3][C:4](=[O:18])[CH:5]([CH2:7][C:8]([CH2:9][C:10](=[O:11])[O:12][C:13]([CH3:14])([CH3:15])[CH3:16])=[O:17])[O:6]1.[CH3:20][c:21]1[cH:22][cH:23][cH:24][cH:25][cH:26]1.[CH3:27][O-:28].[ClH:19].[Na+:29]>>[CH3:2][O:3][C:4]([CH:5]([OH:6])[CH2:7][C:8]([CH2:9][C:10](=[O:11])[O:12][C:13]([CH3:14])([CH3:15])[CH3:16])=[O:17])=[O:18]. Starting materials: CC(=O)OC(C)=O, CC(=O)O, Nc1ccc(C(=O)O)c2c1OCCO2. Yields the product CC(=O)Nc1ccc(C(=O)O)c2c1OCCO2. RXN SMILES: [CH3:15][C:16](=[O:17])[O:18][C:19](=[O:20])[CH3:21].[CH3:22][C:23](=[O:24])[OH:25].[NH2:1][c:2]1[cH:3][cH:4][c:5]([C:12](=[O:13])[OH:14])[c:6]2[c:7]1[O:8][CH2:9][CH2:10][O:11]2>>[NH:1]([c:2]1[cH:3][cH:4][c:5]([C:12](=[O:13])[OH:14])[c:6]2[c:7]1[O:8][CH2:9][CH2:10][O:11]2)[C:16]([CH3:15])=[O:17].